This data is from the Open Reaction Database (ORD), a public repository of structured organic reaction records. The task is: describe an organic reaction: reactants, conditions, products, and yield Reactants: CC1=NC(=NN1)C(F)(F)F (5-methyl-3-(trifluoromethyl)-1H-1,2,4-triazole), C(=O)([O-])[O-].[K+].[K+] (K2CO3), ClC(C(=O)OCC)C(C)=O (ethyl 2-chloro-3-oxobutanoate). The solvent is CO (MeOH), C1CCOC1 (THF), C(Cl)Cl (DCM). Run at temperature 40 celsius, time 20 minute. The product is C(C)OC(C(C(C)=O)N1N=C(N=C1C)C(F)(F)F)=O (2-(5-Methyl-3-trifluoromethyl-[1,2,4]triazol-1-yl)-3-oxo-butyric acid ethyl ester). Reaction SMILES: [CH3:1][C:2]1[NH:6][N:5]=[C:4]([C:7]([F:10])([F:9])[F:8])[N:3]=1.C([O-])([O-])=O.[K+].[K+].Cl[CH:18]([C:24](=[O:26])[CH3:25])[C:19]([O:21][CH2:22][CH3:23])=[O:20]>C1COCC1.CO.C(Cl)Cl>[CH2:22]([O:21][C:19](=[O:20])[CH:18]([N:6]1[C:2]([CH3:1])=[N:3][C:4]([C:7]([F:10])([F:9])[F:8])=[N:5]1)[C:24](=[O:26])[CH3:25])[CH3:23] |f:1.2.3|. Reported procedure: To a stirring solution of 5-methyl-3-(trifluoromethyl)-1H-1,2,4-triazole (2 g, 13.24 mmol) in THF (60 ml) is added K2CO3 (3.66 g, 26.5 mmol). The mixture is allowed to stir for 20 minutes at 40° C. before adding ethyl 2-chloro-3-oxobutanoate (2.61 g, 15.88 mmol) and leaving to stir. The reaction mixture is filtered to remove solids, before concentrating under vacuum to yield a dark orange/red oil. The oil is taken up in 2% MeOH in DCM and purified on silica eluting with 2% MeOH in DCM to afford ... Yields the product C12(CC3CC(CC(C1)C3)C2)P (1-adamantyl phosphine). Reported procedure: LiAlH4 (3.5 g, 74 mmol) was added over 2 hours to a cooled solution (0° C.) of 1-adamantylphosphonic acid dichloride (15 g, 59 mmol) in THF (250 cm3). The reaction was then allowed to warm to ambient temperature and was stirred for 20 hours. The grey suspension was then cooled (0° C.) and HCl (75 cm3, 1M) was slowly added via syringe, to afford a two phase system with some solid present in the lower phase. Concentrated HCl (8 cm3, 11M) was then added to improve the separation of the two layers. ... As a reaction SMILES: [H-].[H-].[H-].[H-].[Li+].[Al+3].[C:7]12([P:17](Cl)(Cl)=O)[CH2:16][CH:11]3[CH2:12][CH:13]([CH2:15][CH:9]([CH2:10]3)[CH2:8]1)[CH2:14]2.Cl>C1COCC1>[C:7]12([PH2:17])[CH2:14][CH:13]3[CH2:12][CH:11]([CH2:10][CH:9]([CH2:15]3)[CH2:8]1)[CH2:16]2 |f:0.1.2.3.4.5|. Reactants: Cl (HCl), [H-].[H-].[H-].[H-].[Li+].[Al+3] (LiAlH4), C12(CC3CC(CC(C1)C3)C2)P(=O)(Cl)Cl (1-adamantylphosphonic acid dichloride), Cl (HCl). Run in C1CCOC1 (THF). Run at time 20 hour. Reactants: OC1=C(C=CC=C1)N1C=CC=C1 (1-(o-hydroxyphenyl)-pyrrole), CC(=O)C (acetone), O.C1(=CC=C(C=C1)S(=O)(=O)O)C (p-Toluenesulfonic acid monohydrate), O (water), O (water). Run in C1=CC=CC=C1 (benzene), C1=CC=CC=C1 (benzene). The product is CC1(OC2=C(N3C1=CC=C3)C=CC=C2)C (4,4-Dimethyl-4H-pyrrolo[2,1-c][1,4]benzoxazine). RXN SMILES: O.[C:2]1(C)[CH:7]=CC(S(O)(=O)=O)=C[CH:3]=1.O.[OH:14][C:15]1[CH:20]=[CH:19][CH:18]=[CH:17][C:16]=1[N:21]1[CH:25]=[CH:24][CH:23]=[CH:22]1.CC(C)=O>C1C=CC=CC=1>[CH3:3][C:2]1([CH3:7])[C:22]2=[CH:23][CH:24]=[CH:25][N:21]2[C:16]2[CH:17]=[CH:18][CH:19]=[CH:20][C:15]=2[O:14]1 |f:0.1|. Procedure: p-Toluenesulfonic acid monohydrate (110 mg) is dissolved in 70 ml of dry benzene and the solution heated at reflux with a water-separator for about 10 minutes. A solution of 1-(o-hydroxyphenyl)-pyrrole (1.1 g) in dry benzene (80 ml) is added, followed by 10 ml of acetone. The reaction mixture is heated at reflux with the water-separator for 15 hr, cooled, and washed with a solution of NaHCO3. The benzene solution is evaporated to dryness. The residue is subjected to chromatography on silica gel,... The reactants are C([O-])([O-])=O.[Cs+].[Cs+] (cesium carbonate), C(C)OC(=O)C1C(CCCC1)=O (ethyl-2-oxocyclohexanecarboxylate), C(C)(C)(C)OC(=O)[C@H]1NC(CC1)=O ((S)-5-oxo-pyrrolidine-2-carboxylic acid tert-butyl ester), BrC=1C=CC(=NC1)C(F)(F)F (5-bromo-2-trifluoromethylpyridine). The reagents and catalysts are [Cu](Br)Br (copper bromide). The solvent is CS(=O)C (dimethyl sulfoxide), CS(=O)C (dimethyl sulfoxide). Conditions: temperature 60 celsius, time 30 minute. Product: C(C)(C)(C)OC(=O)[C@H]1N(C(CC1)=O)C=1C=NC(=CC1)C(F)(F)F ((S)-5-Oxo-1-(6-trifluoromethyl-pyridin-3-yl)-pyrrolidine-2-carboxylic acid tert-butyl ester). As a reaction SMILES: C(=O)([O-])[O-].[Cs+].[Cs+].C(OC(C1CCCCC1=O)=O)C.[C:19]([O:23][C:24]([C@@H:26]1[CH2:30][CH2:29][C:28](=[O:31])[NH:27]1)=[O:25])([CH3:22])([CH3:21])[CH3:20].Br[C:33]1[CH:34]=[CH:35][C:36]([C:39]([F:42])([F:41])[F:40])=[N:37][CH:38]=1>CS(C)=O.[Cu](Br)Br>[C:19]([O:23][C:24]([C@@H:26]1[CH2:30][CH2:29][C:28](=[O:31])[N:27]1[C:33]1[CH:38]=[N:37][C:36]([C:39]([F:42])([F:41])[F:40])=[CH:35][CH:34]=1)=[O:25])([CH3:22])([CH3:20])[CH3:21] |f:0.1.2|. Procedure: A solution of cesium carbonate (1.539 g; 4.725 mmol), copper bromide (0.032 g; 0.225 mmol) and ethyl-2-oxocyclohexanecarboxylate (0.072; 0.45 mmol) in anhydrous dimethyl sulfoxide (1.25 mL) is degassed with argon and stirred 30 minutes. To this solution is added (S)-5-oxo-pyrrolidine-2-carboxylic acid tert-butyl ester (0.5 g; 2.699 mmol) and 5-bromo-2-trifluoromethylpyridine (0.508 g; 2.25 mmol) in 1 mL anhydrous dimethyl sulfoxide. The mixture is heated in a sealed tube to 60° C. in an oil bath...